This data is from the Open Reaction Database (ORD), a public repository of structured organic reaction records. The task is: describe an organic reaction: reactants, conditions, products, and yield Starting materials: C(#N)C1=CC=C(C=C1)C1CCN(CC1)C(=O)C=1C(=CC(=C(C(=O)NN)C1)C1CCC1)CC (5-(4-(4-cyanophenyl)piperidine-1-carbonyl)-2-cyclobutyl-4-ethylbenzohydrazide), C(#N)C1=CC=C(C=C1)C1CCN(CC1)C(=O)C=1C(=CC(=C(C(=O)NN)C1)C1CCC1)CC (5-(4-(4-cyanophenyl)piperidine-1-carbonyl)-2-cyclobutyl-4-ethylbenzohydrazide), aqueous solution, C([O-])(O)=O.[Na+] (sodium bicarbonate), N#CBr (Cyanogen bromide). Solvent: O1CCOCC1 (1,4-dioxane). Run at temperature 25 celsius, time 2 hour. Product: NC1=NN=C(O1)C=1C(=CC(=C(C(=O)N2CCC(CC2)C2=CC=C(C#N)C=C2)C1)CC)C1CCC1 (4-(1-(5-(5-Amino-1,3,4-oxadiazol-2-yl)-4-cyclobutyl-2-ethylbenzoyl)piperidin-4-yl)benzonitrile). Reaction SMILES: [C:1]([C:3]1[CH:8]=[CH:7][C:6]([CH:9]2[CH2:14][CH2:13][N:12]([C:15]([C:17]3[C:18]([CH2:31][CH3:32])=[CH:19][C:20]([CH:27]4[CH2:30][CH2:29][CH2:28]4)=[C:21]([CH:26]=3)[C:22]([NH:24][NH2:25])=[O:23])=[O:16])[CH2:11][CH2:10]2)=[CH:5][CH:4]=1)#[N:2].C(=O)(O)[O-].[Na+].[N:38]#[C:39]Br>O1CCOCC1>[NH2:38][C:39]1[O:23][C:22]([C:21]2[C:20]([CH:27]3[CH2:30][CH2:29][CH2:28]3)=[CH:19][C:18]([CH2:31][CH3:32])=[C:17]([CH:26]=2)[C:15]([N:12]2[CH2:11][CH2:10][CH:9]([C:6]3[CH:5]=[CH:4][C:3]([C:1]#[N:2])=[CH:8][CH:7]=3)[CH2:14][CH2:13]2)=[O:16])=[N:24][N:25]=1 |f:1.2|. Procedure: To a solution of 5-(4-(4-cyanophenyl)piperidine-1-carbonyl)-2-cyclobutyl-4-ethylbenzohydrazide (compound 215.6, 600 mg, 1.39 mmol, 1.00 equiv) in 1,4-dioxane (10 mL) was added 10 mL of an aqueous solution of sodium bicarbonate (350 mg, 4.17 mmol, 1.00 equiv). Cyanogen bromide (220 mg, 2.08 mmol, 1.50 equiv) was added to the reaction mixture dropwise. The reaction mixture was stirred at 25° C. for 2 h, then quenched with 20 mL of FeSO4 (aq., sat.) and diluted with DCM. The resulting mixture was s... Reactants: COS(=O)(=O)OC (dimethylsulfate), CC(C)([O-])C.[K+] (potassium t-butoxide), ice water, C(=O)N(C(CC1=C(C=CC=C1)O)C=1SC=CC1C)C (N-formyl-2-hydroxy-N-methyl-α-(3-methyl-2-thienyl)benzeneethanamine), CC(C)([O-])C.[K+] (potassium t-butoxide), COS(=O)(=O)OC (dimethylsulfate). Run in O1CCCC1 (tetrahydrofuran), O1CCCC1 (tetrahydrofuran). Reaction conditions: time 30 minute. Yields the product C(=O)N(C(CC1=C(C=CC=C1)OC)C=1SC=CC1C)C (N-Formyl-2-methoxy-N-methyl-α-(3-methyl-2-thienyl)benzeneethanamine). Isolated yield 65.3%. RXN SMILES: [CH:1]([N:3]([CH3:19])[CH:4]([C:13]1[S:14][CH:15]=[CH:16][C:17]=1[CH3:18])[CH2:5][C:6]1[CH:11]=[CH:10][CH:9]=[CH:8][C:7]=1[OH:12])=[O:2].[CH3:20]C(C)([O-])C.[K+].COS(OC)(=O)=O>O1CCCC1>[CH:1]([N:3]([CH3:19])[CH:4]([C:13]1[S:14][CH:15]=[CH:16][C:17]=1[CH3:18])[CH2:5][C:6]1[CH:11]=[CH:10][CH:9]=[CH:8][C:7]=1[O:12][CH3:20])=[O:2] |f:1.2|. Reported procedure: To an ice-water chilled solution of 5.10 g of N-formyl-2-hydroxy-N-methyl-α-(3-methyl-2-thienyl)benzeneethanamine and 100 ml of tetrahydrofuran, was added 2.24 g of potassium t-butoxide and then a solution of 2.52 g of dimethylsulfate and 25 ml of tetrahydrofuran dropwise, with stirring. The mixture was stirred at ice-bath temperature for 30 min, at room temperature for one hr, and at reflux for 30 mins. Additional dimethylsulfate and potassium t-butoxide were added and the mixture was refluxed ... The reactants are [Si](C)(C)(C(C)(C)C)O[C@@H](CN[C@@H](CC=1C=C(C=CC1)CC(=O)N[C@H](C)C1=CC=CC=C1)C)C1=CC(=C(C=C1)O)CO (2-{3-[(2R)-2-({(2R)-2-{[tert-butyl(dimethyl)silyl]oxy}-2-[4-hydroxy-3-(hydroxymethyl)phenyl]ethyl}amino)propyl]phenyl}-N-[(1R)-1 -phenylethyl]acetamide), ClCCl (dichloromethane). Run in CO (methanol). The product is N (ammonia), O[C@@H](CN[C@@H](CC=1C=C(C=CC1)CC(=O)N[C@H](C)C1=CC=CC=C1)C)C1=CC(=C(C=C1)O)CO (2-{3-[(2R)-2-({(2R)-2-Hydroxy-2-[4-hydroxy-3-(hydroxymethyl)phenyl]ethyl}amino)propyl]phenyl}-N-[(1R)-1 -phenylethyl]acetamide). Reaction SMILES: [Si]([O:8][C@H:9]([C:33]1[CH:38]=[CH:37][C:36]([OH:39])=[C:35]([CH2:40][OH:41])[CH:34]=1)[CH2:10][NH:11][C@H:12]([CH3:32])[CH2:13][C:14]1[CH:15]=[C:16]([CH2:20][C:21]([NH:23][C@@H:24]([C:26]2[CH:31]=[CH:30][CH:29]=[CH:28][CH:27]=2)[CH3:25])=[O:22])[CH:17]=[CH:18][CH:19]=1)(C(C)(C)C)(C)C.ClCCl>CO>[NH3:11].[OH:8][C@H:9]([C:33]1[CH:38]=[CH:37][C:36]([OH:39])=[C:35]([CH2:40][OH:41])[CH:34]=1)[CH2:10][NH:11][C@H:12]([CH3:32])[CH2:13][C:14]1[CH:15]=[C:16]([CH2:20][C:21]([NH:23][C@@H:24]([C:26]2[CH:27]=[CH:28][CH:29]=[CH:30][CH:31]=2)[CH3:25])=[O:22])[CH:17]=[CH:18][CH:19]=1. Procedure: Prepared from 2-{3-[(2R)-2-({(2R)-2-{[tert-butyl(dimethyl)silyl]oxy}-2-[4-hydroxy-3-(hydroxymethyl)phenyl]ethyl}amino)propyl]phenyl}-N-[(1R)-1 -phenylethyl]acetamide (Preparation 21) according to the method for example 3 using dichloromethane:methanol: 880 ammonia (90:10:1 by volume) as the column eluent to give the title compound as a white foam. The reactants are Clc1ccnc(Cl)n1, CN(C)C=O, O, OCC(F)(F)F. Yields the product FC(F)(F)COc1ccnc(Cl)n1. RXN SMILES: [Cl:7][c:8]1[n:9][cH:10][cH:11][c:12]([Cl:14])[n:13]1.[O:15]=[CH:16][N:17]([CH3:18])[CH3:19].[OH2:20].[OH:1][CH2:2][C:3]([F:4])([F:5])[F:6]>>[O:1]([CH2:2][C:3]([F:4])([F:5])[F:6])[c:12]1[cH:11][cH:10][n:9][c:8]([Cl:7])[n:13]1.